Dataset: the Open Reaction Database (ORD), a public repository of structured organic reaction records. Task: describe an organic reaction: reactants, conditions, products, and yield The reactants are CO, COC=O, [N-]=[N+]=[N-], [Na+], O, c1ccc(SCC2CO2)cc1. The product is [N-]=[N+]=NCC(O)CSc1ccccc1. Reaction SMILES: [CH3:20][OH:21].[CH:16]([O:17][CH3:18])=[O:19].[N-:13]=[N+:14]=[N-:15].[Na+:12].[OH2:22].[c:1]1([S:7][CH2:8][CH:9]2[O:10][CH2:11]2)[cH:2][cH:3][cH:4][cH:5][cH:6]1>>[c:1]1([S:7][CH2:8][CH:9]([OH:10])[CH2:11][N:13]=[N+:14]=[N-:15])[cH:2][cH:3][cH:4][cH:5][cH:6]1. The reactants are CSC(=N)N[N+](=O)[O-], Cc1nc[nH]c1CSCCN, CO. Product: Cc1nc[nH]c1CSCCNC(=N)N[N+](=O)[O-]. As a reaction SMILES: [CH3:12][S:13][C:14]([NH:15][N+:16](=[O:17])[O-:18])=[NH:19].[CH3:1][c:2]1[n:3][cH:4][nH:5][c:6]1[CH2:7][S:8][CH2:9][CH2:10][NH2:11].[CH3:20][OH:21]>>[CH3:1][c:2]1[n:3][cH:4][nH:5][c:6]1[CH2:7][S:8][CH2:9][CH2:10][NH:11][C:14]([NH:15][N+:16](=[O:17])[O-:18])=[NH:19]. The reactants are NC=1SC=C(N1)CC(=O)N (2-(2-Amino-thiazol-4-yl)-acetamide), P(=O)(Cl)(Cl)Cl (Phosphorus oxychloride). Solvent: CN(C)C=O (DMF). Yields the product NC=1SC=C(N1)CC#N ((2-Amino-thiazol-4-yl)-acetonitrile). As a reaction SMILES: [NH2:1][C:2]1[S:3][CH:4]=[C:5]([CH2:7][C:8]([NH2:10])=O)[N:6]=1.P(Cl)(Cl)(Cl)=O>CN(C=O)C>[NH2:1][C:2]1[S:3][CH:4]=[C:5]([CH2:7][C:8]#[N:10])[N:6]=1. Procedure details: To a solution of 2.0 g (13.0 mmol) of 2-(2-Amino-thiazol-4-yl)-acetamide in 30 ml of dry DMF was added Phosphorus oxychloride (2.3 ml, 25.0 mmol, 2.0 equiv.) dropwise at 0° C. The reactants are CCOC(=O)CC1CCCCC1=O (Ethyl 2-cyclohexanoneacetate), Cl.C(C1=CC=CC=C1)ON (O-benzyl hydroxylamine hydrochloride), triethyl amine(Et3N). Run in C(C)O (ethanol). Conditions: time 12 hour. The product is C(C)OC(CC1C(CCCC1)=NOCC1=CC=CC=C1)=O ((2-benzyloxyimino-cyclohexyl)-acetic acid ethyl ester). The yield is 72.0%. RXN SMILES: [CH3:1][CH2:2][O:3][C:4]([CH2:6][CH:7]1[C:12](=O)[CH2:11][CH2:10][CH2:9][CH2:8]1)=[O:5].Cl.[CH2:15]([O:22][NH2:23])[C:16]1[CH:21]=[CH:20][CH:19]=[CH:18][CH:17]=1>C(O)C>[CH2:2]([O:3][C:4](=[O:5])[CH2:6][CH:7]1[CH2:8][CH2:9][CH2:10][CH2:11][C:12]1=[N:23][O:22][CH2:15][C:16]1[CH:21]=[CH:20][CH:19]=[CH:18][CH:17]=1)[CH3:1] |f:1.2|. Procedure details: Ethyl 2-cyclohexanoneacetate (4.28 g, 23.3 mmol) and O-benzyl hydroxylamine hydrochloride were combined in 100 mL of ethanol (EtOH) and 2.59 g (25.6 mmol, 3.55 mL) of triethyl amine(Et3N) was added. The reaction was stirred at room temperature for 12 hours at which point it was concentrated in vacuo. The residue was taken up in EtOAc and washed with 1N HCl (2×20 mL), saturated NaHCO3 (1×20 mL), dried over Na2SO4, filtered, and concentrated. Purification by chromatography (SiO2, 90:1 hexanes-EtOA... The reactants are O (water), solution, sodium bis-(2-methoxy-ethoxy)dihydroaluminate, C(C)(C)C1=NC(=C(C(=C1C(=O)OCC)C1=CC=C(C=C1)F)C(=O)OCC)C(C)C (Diethyl 2,6-diisopropyl-4-(4-fluorophenyl)-pyridine-3,5-dicarboxylate). Run in O1CCCC1 (tetrahydrofuran). Run at temperature 0 celsius, time 5 hour. Yields the product C(C)(C)C1=NC(=C(C(=C1CO)C1=CC=C(C=C1)F)C(=O)OCC)C(C)C (Ethyl 2,6-Diisopropyl-4-(4-fluorophenyl)-3-hydroxymethylpyridine-5-carboxylate). Reaction SMILES: [CH:1]([C:4]1[C:9]([C:10]([O:12][CH2:13][CH3:14])=[O:11])=[C:8]([C:15]2[CH:20]=[CH:19][C:18]([F:21])=[CH:17][CH:16]=2)[C:7]([C:22](OCC)=[O:23])=[C:6]([CH:27]([CH3:29])[CH3:28])[N:5]=1)([CH3:3])[CH3:2].O>O1CCCC1>[CH:27]([C:6]1[C:7]([CH2:22][OH:23])=[C:8]([C:15]2[CH:20]=[CH:19][C:18]([F:21])=[CH:17][CH:16]=2)[C:9]([C:10]([O:12][CH2:13][CH3:14])=[O:11])=[C:4]([CH:1]([CH3:2])[CH3:3])[N:5]=1)([CH3:29])[CH3:28]. Procedure: 257 ml (0.9 mol) of a 3.5 molar solution of sodium-bis-(2-methoxy-ethoxy)dihydroaluminate is steadily added by drops under nitrogen to a solution of 120 g (0.3 mol) of the compound from Example VIII in 800 ml of dried tetrahydrofuran at room temperature, and the mixture is subsequently stirred for 5 h. After cooling to 0° C., 500 ml of water is carefully added by drops, the phases are separated, and the aqueous phase is extracted three times with 250 ml ethyl acetate each time. The combined orga...